Dataset: the Open Reaction Database (ORD), a public repository of structured organic reaction records. Task: describe an organic reaction: reactants, conditions, products, and yield The reactants are CCO, Cc1noc(C)c1-c1c(C(=O)C(N)=O)c2ccccc2n1-c1ccc(O)cc1, Cl, NO, c1ccncc1. The product is Cc1noc(C)c1-c1c(C(=NO)C(N)=O)c2ccccc2n1-c1ccc(O)cc1. Reaction SMILES: [CH3:38][CH2:39][OH:40].[CH3:7][c:8]1[n:9][o:10][c:11]([CH3:34])[c:12]1-[c:13]1[n:14](-[c:27]2[cH:28][cH:29][c:30]([OH:33])[cH:31][cH:32]2)[c:15]2[cH:16][cH:17][cH:18][cH:19][c:20]2[c:21]1[C:22]([C:23](=[O:24])[NH2:25])=[O:26].[ClH:35].[NH2:36][OH:37].[cH:1]1[cH:2][cH:3][n:4][cH:5][cH:6]1>>[CH3:7][c:8]1[n:9][o:10][c:11]([CH3:34])[c:12]1-[c:13]1[n:14](-[c:27]2[cH:28][cH:29][c:30]([OH:33])[cH:31][cH:32]2)[c:15]2[cH:16][cH:17][cH:18][cH:19][c:20]2[c:21]1[C:22]([C:23](=[O:24])[NH2:25])=[N:36][OH:37]. Reactants: N1=C(C=NC2=CC=CC=C12)C=1C=C(C=CC1)N ((3-quinoxalin-2-ylphenyl)amine), O1C(=CC=C1)C(=O)Cl (2-furoyl chloride). Solvent: N1=CC=CC=C1 (pyridine), O (water). Reaction conditions: time 8 hour. The product is N1=C(C=NC2=CC=CC=C12)C=1C=C(C=CC1)NC(=O)C=1OC=CC1 (N-[3-(quinoxalin-2-yl)phenyl]furan-2-carboxamide). The yield is 76.1%. As a reaction SMILES: [N:1]1[C:10]2[C:5](=[CH:6][CH:7]=[CH:8][CH:9]=2)[N:4]=[CH:3][C:2]=1[C:11]1[CH:12]=[C:13]([NH2:17])[CH:14]=[CH:15][CH:16]=1.[O:18]1[CH:22]=[CH:21][CH:20]=[C:19]1[C:23](Cl)=[O:24]>N1C=CC=CC=1.O>[N:1]1[C:10]2[C:5](=[CH:6][CH:7]=[CH:8][CH:9]=2)[N:4]=[CH:3][C:2]=1[C:11]1[CH:12]=[C:13]([NH:17][C:23]([C:19]2[O:18][CH:22]=[CH:21][CH:20]=2)=[O:24])[CH:14]=[CH:15][CH:16]=1. Procedure details: A solution of (3-quinoxalin-2-ylphenyl)amine (2.21 g, 0.01 mol) in pyridine (10 mL) was cooled to 0° C. and 2-furoyl chloride (1 mL, 0.01 mol) was added dropwise over 10 min. The reaction mixture was stirred overnight at room temperature, diluted with water (50 mL), and stirred until precipitate formed. The solid was filtered, dried, and recrystallized from toluene to afford N-[3-(quinoxalin-2-yl)phenyl]furan-2-carboxamide (2.4 g, 76%). LCMS calculated for C19H13N3O2 (M+H): 316.10. found 316. 1H... Starting materials: O=C([O-])[O-], O=C(O)c1ccc(C(=O)OCc2ccccc2)[nH]1, O=Cc1ccc(C(=O)OCc2ccccc2)[nH]1, CI, [Cs+], [Cs+], CN(C)C=O, O. The product is Cn1c(C=O)ccc1C(=O)OCc1ccccc1. RXN SMILES: [C:36](=[O:37])([O-:38])[O-:39].[CH2:18]([O:19][C:20]([c:21]1[nH:22][c:23]([C:24]([OH:25])=[O:26])[cH:27][cH:28]1)=[O:29])[c:30]1[cH:31][cH:32][cH:33][cH:34][cH:35]1.[CH2:1]([c:2]1[cH:3][cH:4][cH:5][cH:6][cH:7]1)[O:8][C:9](=[O:10])[c:11]1[nH:12][c:13]([CH:16]=[O:17])[cH:14][cH:15]1.[CH3:42][I:43].[Cs+:40].[Cs+:41].[O:44]=[CH:45][N:46]([CH3:47])[CH3:48].[OH2:49]>>[CH2:1]([c:2]1[cH:3][cH:4][cH:5][cH:6][cH:7]1)[O:8][C:9](=[O:10])[c:11]1[n:12]([CH3:18])[c:13]([CH:16]=[O:17])[cH:14][cH:15]1. Reaction SMILES: [NH2:18][c:19]1[c:20]([C:32]#[N:33])[cH:21][n:22][n:23]1[CH:24]1[CH2:25][CH2:26][C:27]([F:30])([F:31])[CH2:28][CH2:29]1.[NH2:1][c:2]1[n:3](-[c:4]2[cH:5][cH:6][cH:7][cH:8][c:9]2[O:13][CH3:10])[n:11][cH:12][c:14]1[C:15]([NH2:16])=[O:17]>>[O:13]=[C:32]([c:20]1[c:19]([NH2:18])[n:23]([CH:24]2[CH2:25][CH2:26][C:27]([F:30])([F:31])[CH2:28][CH2:29]2)[n:22][cH:21]1)[NH2:33]. The product is NC(=O)c1cnn(C2CCC(F)(F)CC2)c1N. Reactants: N#Cc1cnn(C2CCC(F)(F)CC2)c1N, COc1ccccc1-n1ncc(C(N)=O)c1N.